From a dataset of the Open Reaction Database (ORD), a public repository of structured organic reaction records. describe an organic reaction: reactants, conditions, products, and yield Reactants: [N-]=[N+]=[N-].[Na+] (sodium azide), Cl.NCCCCCC(C(=O)O)CCC (7-amino-2-propylheptanoic acid hydrochloride), [Cl-].[Na+] (sodium chloride), C(O)([O-])=O.[Na+] (sodium hydrogen carbonate), solution. Solvent: O1CCOCC1 (dioxane), S(=O)(=O)([O-])[O-].[NH4+].[NH4+] (ammonium sulfate), P(=O)([O-])([O-])[O-] (phosphate), O (water). Product: NCCCCCC(C(=O)O)CCC (7-amino-2-propylheptanoic acid). Reaction SMILES: Cl.[NH2:2][CH2:3][CH2:4][CH2:5][CH2:6][CH2:7][CH:8]([CH2:12][CH2:13][CH3:14])[C:9]([OH:11])=[O:10].C(=O)([O-])O.[Na+].[Cl-].[Na+].[N-]=[N+]=[N-].[Na+]>O.O1CCOCC1.S([O-])([O-])(=O)=O.[NH4+].[NH4+].P([O-])([O-])([O-])=O>[NH2:2][CH2:3][CH2:4][CH2:5][CH2:6][CH2:7][CH:8]([CH2:12][CH2:13][CH3:14])[C:9]([OH:11])=[O:10] |f:0.1,2.3,4.5,6.7,10.11.12|. Reported procedure: A solution of 7-amino-2-propylheptanoic acid hydrochloride (prepared in EXAMPLE 1, 11.2 mg) in water (0.5 ml) was neutralized with sodium hydrogen carbonate. To the solution was added a solution of m-MBS(15.5 mg) in dioxane (0.5 ml) and allowed to react for 30 minutes at ambient temperature. Then the solution (0.4 ml) was added to a mixture of β-galactosidase (Boeringer Mannheim G.m.b.H., 5 mg/ml suspension in ammonium sulfate solution, 100 μl) in 0.1 M phosphate buffer (pH 7.0, 2 ml) and allowe... Starting materials: O=C1CCC(=O)N1Br, CCOC(C)=O, CN(C)C=O, CC(C)(C)OC(=O)N1CCCC1C(=O)OCC(=O)C1=CC2SC=CC2S1. Yields the product CC(C)(C)OC(=O)N1CCCC1C(=O)OCC(=O)C1=CC2SC(Br)=CC2S1. As a reaction SMILES: [Br:27][N:28]1[C:29](=[O:30])[CH2:31][CH2:32][C:33]1=[O:34].[CH3:40][CH2:41][O:42][C:43]([CH3:44])=[O:45].[O:35]=[CH:36][N:37]([CH3:38])[CH3:39].[S:1]1[CH:2]2[CH:3]([CH:4]=[C:5]1[C:6]([CH2:7][O:8][C:9](=[O:10])[CH:11]1[N:12]([C:16](=[O:17])[O:18][C:19]([CH3:20])([CH3:21])[CH3:22])[CH2:13][CH2:14][CH2:15]1)=[O:23])[S:24][CH:25]=[CH:26]2>>[S:1]1[CH:2]2[CH:3]([CH:4]=[C:5]1[C:6]([CH2:7][O:8][C:9](=[O:10])[CH:11]1[N:12]([C:16](=[O:17])[O:18][C:19]([CH3:20])([CH3:21])[CH3:22])[CH2:13][CH2:14][CH2:15]1)=[O:23])[S:24][C:25]([Br:27])=[CH:26]2. The reactants are CC(C)(C)OC(=O)C1CC2(CN(c3ccccc3)C(=O)O2)CN1C(=O)C(NC(=O)OCc1ccccc1)C(C)(C)C, CO, [Pd]. The product is CC(C)(C)OC(=O)C1CC2(CN(c3ccccc3)C(=O)O2)CN1C(=O)C(N)C(C)(C)C. As a reaction SMILES: [CH2:1]([O:2][C:3](=[O:4])[NH:11][CH:12]([C:13](=[O:14])[N:15]1[CH2:16][C:17]2([CH2:18][N:19]([c:23]3[cH:24][cH:25][cH:26][cH:27][cH:28]3)[C:20](=[O:22])[O:21]2)[CH2:29][CH:30]1[C:31](=[O:32])[O:33][C:34]([CH3:35])([CH3:36])[CH3:37])[C:38]([CH3:39])([CH3:40])[CH3:41])[c:5]1[cH:6][cH:7][cH:8][cH:9][cH:10]1.[CH3:43][OH:44].[Pd:42]>>[NH2:11][CH:12]([C:13](=[O:14])[N:15]1[CH2:16][C:17]2([CH2:18][N:19]([c:23]3[cH:24][cH:25][cH:26][cH:27][cH:28]3)[C:20](=[O:22])[O:21]2)[CH2:29][CH:30]1[C:31](=[O:32])[O:33][C:34]([CH3:35])([CH3:36])[CH3:37])[C:38]([CH3:39])([CH3:40])[CH3:41]. Starting materials: COc1cccc(OC)c1Br, O=C(Cl)c1ccccc1F. Yields the product COc1ccc(C(=O)c2ccccc2F)c(OC)c1Br. Reaction SMILES: [CH3:1][O:2][c:3]1[c:4]([Br:11])[c:5]([O:9][CH3:10])[cH:6][cH:7][cH:8]1.[F:12][c:13]1[c:14]([C:15](=[O:16])[Cl:17])[cH:18][cH:19][cH:20][cH:21]1>>[CH3:1][O:2][c:3]1[c:4]([Br:11])[c:5]([O:9][CH3:10])[cH:6][cH:7][c:8]1[C:15]([c:14]1[c:13]([F:12])[cH:21][cH:20][cH:19][cH:18]1)=[O:16].